Dataset: the Open Reaction Database (ORD), a public repository of structured organic reaction records. Task: describe an organic reaction: reactants, conditions, products, and yield Starting materials: CC(=O)OC(C)=O, CCOC(C)=O, CC(C)(C)OC(=O)NCCCCO, c1ccncc1. The product is CC(=O)OCCCCNC(=O)OC(C)(C)C. Reaction SMILES: [CH3:20][C:21](=[O:22])[O:23][C:24](=[O:25])[CH3:26].[CH3:27][CH2:28][O:29][C:30](=[O:31])[CH3:32].[OH:1][CH2:2][CH2:3][CH2:4][CH2:5][NH:6][C:7]([O:8][C:9]([CH3:10])([CH3:11])[CH3:12])=[O:13].[cH:14]1[cH:15][cH:16][n:17][cH:18][cH:19]1>>[O:1]([CH2:2][CH2:3][CH2:4][CH2:5][NH:6][C:7]([O:8][C:9]([CH3:10])([CH3:11])[CH3:12])=[O:13])[C:21]([CH3:20])=[O:22]. Reactants: CI, CC(C)=O, CC(C)Oc1ccc2c(C(=O)NCc3ccc(F)c(F)c3)c(CN3CCCC3)n(Cc3ccccn3)c2c1. The product is CC(C)Oc1ccc2c(C(=O)NCc3ccc(F)c(F)c3)c(C[N+]3(C)CCCC3)n(Cc3ccccn3)c2c1, [I-]. RXN SMILES: [CH3:39][I:40].[CH3:41][C:42](=[O:43])[CH3:44].[F:1][c:2]1[cH:3][c:4]([CH2:5][NH:6][C:7](=[O:8])[c:9]2[c:10]([CH2:29][N:30]3[CH2:31][CH2:32][CH2:33][CH2:34]3)[n:11]([CH2:22][c:23]3[n:24][cH:25][cH:26][cH:27][cH:28]3)[c:12]3[cH:13][c:14]([O:18][CH:19]([CH3:20])[CH3:21])[cH:15][cH:16][c:17]23)[cH:35][cH:36][c:37]1[F:38]>>[F:1][c:2]1[cH:3][c:4]([CH2:5][NH:6][C:7](=[O:8])[c:9]2[c:10]([CH2:29][N+:30]3([CH3:39])[CH2:31][CH2:32][CH2:33][CH2:34]3)[n:11]([CH2:22][c:23]3[n:24][cH:25][cH:26][cH:27][cH:28]3)[c:12]3[cH:13][c:14]([O:18][CH:19]([CH3:20])[CH3:21])[cH:15][cH:16][c:17]23)[cH:35][cH:36][c:37]1[F:38].[I-:40]. Starting materials: BrCc1ccccc1, OCCCc1ccc(Br)cc1, [Cl-], [H-], [NH4+], [Na+], c1ccccc1. The product is Brc1ccc(CCCOCc2ccccc2)cc1. As a reaction SMILES: [Br:14][CH2:15][c:16]1[cH:17][cH:18][cH:19][cH:20][cH:21]1.[Br:3][c:4]1[cH:5][cH:6][c:7]([CH2:10][CH2:11][CH2:12][OH:13])[cH:8][cH:9]1.[Cl-:22].[H-:1].[NH4+:23].[Na+:2].[cH:24]1[cH:25][cH:26][cH:27][cH:28][cH:29]1>>[Br:3][c:4]1[cH:5][cH:6][c:7]([CH2:10][CH2:11][CH2:12][O:13][CH2:15][c:16]2[cH:17][cH:18][cH:19][cH:20][cH:21]2)[cH:8][cH:9]1. Starting materials: CN1N=C(C=C(C1=O)C)C1=CC=C(C=C1)[C@H](C)N1C(O[C@](CC1)(C1=CC=CC=C1)CC(C)(C)O)=O (3-{(S)-1-[4-(1,5-dimethyl-6-oxo-1,6-dihydro-pyridazin-3-yl)-phenyl]-ethyl}-(S)-6-(2-hydroxy-2-methyl-propyl)-6-phenyl-[1,3]oxazinan-2-one), ClC=1C=CC(N(N1)C1CC1)=O (6-chloro-2-cyclopropylpyridazin-3(2H)-one). Yields the product C1(CC1)N1N=C(C=CC1=O)C1=CC=C(C=C1)[C@H](C)N1C(O[C@](CC1)(C1=CC=CC=C1)CC(C)(C)O)=O (3-{(S)-1-[4-(1-Cyclopropyl-6-oxo-1,6-dihydro-pyridazin-3-yl)-phenyl]-ethyl}-(S)-6-(2-hydroxy-2-methyl-propyl)-6-phenyl-[1,3]oxazinan-2-one). RXN SMILES: [CH3:1][N:2]1[C:7](=[O:8])[C:6](C)=[CH:5][C:4]([C:10]2[CH:15]=[CH:14][C:13]([C@@H:16]([N:18]3[CH2:23][CH2:22][C@:21]([CH2:30][C:31]([OH:34])([CH3:33])[CH3:32])([C:24]4[CH:29]=[CH:28][CH:27]=[CH:26][CH:25]=4)[O:20][C:19]3=[O:35])[CH3:17])=[CH:12][CH:11]=2)=[N:3]1.Cl[C:37]1[CH:38]=CC(=O)N(C2CC2)N=1>>[CH:1]1([N:2]2[C:7](=[O:8])[CH:6]=[CH:5][C:4]([C:10]3[CH:11]=[CH:12][C:13]([C@@H:16]([N:18]4[CH2:23][CH2:22][C@:21]([CH2:30][C:31]([OH:34])([CH3:32])[CH3:33])([C:24]5[CH:25]=[CH:26][CH:27]=[CH:28][CH:29]=5)[O:20][C:19]4=[O:35])[CH3:17])=[CH:14][CH:15]=3)=[N:3]2)[CH2:38][CH2:37]1. Procedure: The title compound was prepared from 3-{(S)-1-[4-(1,5-dimethyl-6-oxo-1,6-dihydro-pyridazin-3-yl)-phenyl]-ethyl}-(S)-6-(2-hydroxy-2-methyl-propyl)-6-phenyl-[1,3]oxazinan-2-one and 6-chloro-2-cyclopropylpyridazin-3(2H)-one following a procedure analogous to that described in Example 17. Mass spectrum (ESI+): m/z=488 [M+H]+